Task: describe an organic reaction: reactants, conditions, products, and yield. Dataset: the Open Reaction Database (ORD), a public repository of structured organic reaction records The reactants are NC1=C(C(=O)O)C=C(C=C1)Cl (2-amino-5-chlorobenzoic acid), ClC(Cl)(OC(OC(Cl)(Cl)Cl)=O)Cl (triphosgene), NC1=C(C(=O)O)C=CC=C1 (2-aminobenzoic acid). The solvent is C1CCOC1 (THF). Product: Isatoic anhydrides, ClC1=CC=C2C(C(=O)OC(N2)=O)=C1 (5-chloroisatoic anhydride). Yield: 89.0%. RXN SMILES: NC1C=CC=CC=1[C:4](O)=[O:5].[NH2:11][C:12]1[CH:20]=[CH:19][C:18]([Cl:21])=[CH:17][C:13]=1[C:14]([OH:16])=[O:15].ClC(Cl)(OC(=O)OC(Cl)(Cl)Cl)Cl>C1COCC1>[Cl:21][C:18]1[CH:17]=[C:13]2[C:14]([O:16][C:4](=[O:5])[NH:11][C:12]2=[CH:20][CH:19]=1)=[O:15]. Procedure details: Isatoic anhydrides were prepared from 2-aminobenzoic acid derivatives using the following procedure. A solution of 2-amino-5-chlorobenzoic acid (1.56 g, 9.7 mmol) in 25 mL of dry THF and triphosgene (1.00 g, 3.3 mmol) was stirred at room temperature for 18 h. The resultant solid was filtered, washed with cold acetone, and dried under vacuum to give 1.56 g (89%) of 5-chloroisatoic anhydride. Starting materials: C[C@@H]1C[C@@H](CN(C1)C1=C2C(=NC=C1[N+](=O)[O-])OCC2)NC(OC(C)(C)C)=O (tert-butyl [(3S,5R)-5-methyl-1-(5-nitro-2,3-dihydrofuro[2,3-b]pyridin-4-yl)piperidin-3-yl]carbamate). Reagents/catalysts: [Pd] (Pd on carbon). The solvent is CO (MeOH). Conditions: time 4 hour. Yields the product NC=1C(=C2C(=NC1)OCC2)N2C[C@H](C[C@H](C2)C)NC(OC(C)(C)C)=O (tert-Butyl [(3S,5R)-1-(5-amino-2,3-dihydrofuro[2,3-b]pyridin-4-yl)-5-methylpiperidin-3-yl]carbamate). Yield: 99.7%. As a reaction SMILES: [CH3:1][C@H:2]1[CH2:7][N:6]([C:8]2[C:13]([N+:14]([O-])=O)=[CH:12][N:11]=[C:10]3[O:17][CH2:18][CH2:19][C:9]=23)[CH2:5][C@@H:4]([NH:20][C:21](=[O:27])[O:22][C:23]([CH3:26])([CH3:25])[CH3:24])[CH2:3]1>CO.[Pd]>[NH2:14][C:13]1[C:8]([N:6]2[CH2:7][C@H:2]([CH3:1])[CH2:3][C@H:4]([NH:20][C:21](=[O:27])[O:22][C:23]([CH3:26])([CH3:25])[CH3:24])[CH2:5]2)=[C:9]2[CH2:19][CH2:18][O:17][C:10]2=[N:11][CH:12]=1. Procedure details: To a solution of tert-butyl [(3S,5R)-5-methyl-1-(5-nitro-2,3-dihydrofuro[2,3-b]pyridin-4-yl)piperidin-3-yl]carbamate (44.5 mg, 0.118 mmol) in MeOH (2.00 mL), 10 wt % Pd on carbon (9.3 mg, 0.0087 mmol) was added under a nitrogen atmosphere. The mixture was then hydrogenated (1 atm.) for 4 h. The reaction mixture was then filtered through a pad of diatomaceous earth (eluted with MeOH). The filtrate was concentrated under reduced pressure to give the crude product as a red semi-solid (41.0 mg). The...